This data is from the Open Reaction Database (ORD), a public repository of structured organic reaction records. The task is: describe an organic reaction: reactants, conditions, products, and yield The reactants are CC1(C(C1C=CC(=O)OCC1CC1)C(=O)O)C (2,2-dimethyl-3-(3-cyclopropylmethoxy-3-oxo-1-propenyl) cyclopropane-carboxylic acid), O=C1N(C(C=2CCCCC12)=O)CO ((1,3,4,5,6,7-hexahydro-1,3-dioxo-2H-isoindol-2-yl)-methanol). The product is CC1(C(C1C=CC(=O)OCC1CC1)C(=O)O)C (2,2-dimethyl-3-(3-cyclopropylmethoxy-3-oxo-1-propenyl) cyclopropane-carboxylic acid), CC1(C(C1C=CC(=O)OCCC)C(=O)[O-])C (2,2-dimethyl-3-(3-n-propoxy-3-oxo-1-propenyl)-cyclopropane-carboxylate). As a reaction SMILES: [CH3:1][C:2]1([CH3:17])[CH:4]([CH:5]=[CH:6][C:7]([O:9][CH2:10][CH:11]2[CH2:13][CH2:12]2)=[O:8])[CH:3]1[C:14]([OH:16])=[O:15].O=C1C2CCCCC=2C(=O)N1CO>>[CH3:1][C:2]1([CH3:17])[CH:4]([CH:5]=[CH:6][C:7]([O:9][CH2:10][CH:11]2[CH2:13][CH2:12]2)=[O:8])[CH:3]1[C:14]([OH:16])=[O:15].[CH3:17][C:2]1([CH3:1])[CH:4]([CH:5]=[CH:6][C:7]([O:9][CH2:10][CH2:11][CH3:12])=[O:8])[CH:3]1[C:14]([O-:16])=[O:15]. Procedure: Using the procedure of Example 9, (1R, cis, ΔZ) 2,2-dimethyl-3-(3-n-propoxy-3-oxo-1-propenyl)-cyclopropane-carboxylic acid and (1,3,4,5,6,7-hexahydro-1,3-dioxo-2H-isoindol-2-yl)-methanol were reacted to obtain (1,3,4,5,6,7-hexahydro-1,3-dioxo-2H-isoindol-2-yl)-methyl (1R, cis ΔZ) 2,2-dimethyl-3-(3-n-propoxy-3-oxo-1-propenyl)-cyclopropane-carboxylate with a melting point of 76° C. and a specific rotation of [α]D20 =-15° (c=0.15%) in carbon tetrachloride). Reactants: Na2SO4.10H2O, NC1CCC(CC1)C(CNS(=O)(=O)C(C)C)C (N-[2-[4-aminocyclohexyl]propyl] 2-propanesulfonamide), [H-].[Al+3].[Li+].[H-].[H-].[H-] (lithium aluminum hydride), material, C(C)OCC (diethylether), C(C)OCC (diethyl ether). Run at time 24 hour. The product is O=C1CCC(CC1)CCNS(=O)(=O)C(C)C (N-[2-[4-oxocyclohexyl]ethyl] 2-propanesulfonamide). Yield: 100.0%. Reaction SMILES: N[CH:2]1[CH2:7][CH2:6][CH:5]([CH:8](C)[CH2:9][NH:10][S:11]([CH:14]([CH3:16])[CH3:15])(=[O:13])=[O:12])[CH2:4][CH2:3]1.[H-].[Al+3].[Li+].[H-].[H-].[H-].C([O:26]CC)C>>[O:26]=[C:2]1[CH2:7][CH2:6][CH:5]([CH2:8][CH2:9][NH:10][S:11]([CH:14]([CH3:16])[CH3:15])(=[O:13])=[O:12])[CH2:4][CH2:3]1 |f:1.2.3.4.5.6|. Procedure details: N-[2-[4-aminocyclohexyl]propyl] 2-propanesulfonamide: To a suspension of 17 mg (0.45 mmol) of lithium aluminum hydride in 1 ml of diethylether, 25 mg (0.09 mmol) of the material prepared in Preparation 4 in 0.5 ml of diethyl ether was added. The mixture was stirred overnight for 24 hrs. Na2SO4.10H2O was added, and the mixture stirred for 30 min at ambient temperature. The solid was filtered and the organic solution was concentrated in vacuo. Afforded 24 mg (100%) of the title compound. Starting materials: CS(=O)(=O)n1cc(C2CCN(C(=O)OCc3ccccc3)CC2)c2cc(C#N)ccc21, CCO, [H][H], C1CCOC1. Yields the product CS(=O)(=O)n1cc(C2CCNCC2)c2cc(C#N)ccc21. Reaction SMILES: [CH2:1]([O:2][C:3](=[O:4])[N:11]1[CH2:12][CH2:13][CH:14]([c:17]2[cH:18][n:19]([S:28](=[O:29])(=[O:30])[CH3:31])[c:20]3[cH:21][cH:22][c:23]([C:26]#[N:27])[cH:24][c:25]23)[CH2:15][CH2:16]1)[c:5]1[cH:6][cH:7][cH:8][cH:9][cH:10]1.[CH2:39]([OH:40])[CH3:41].[H:32][H:33].[O:34]1[CH2:35][CH2:36][CH2:37][CH2:38]1>>[NH:11]1[CH2:12][CH2:13][CH:14]([c:17]2[cH:18][n:19]([S:28](=[O:29])(=[O:30])[CH3:31])[c:20]3[cH:21][cH:22][c:23]([C:26]#[N:27])[cH:24][c:25]23)[CH2:15][CH2:16]1. Starting materials: NC=1SC(=CC1C(=O)N)C1=C(C=C(C=C1F)C(C)(C)O)F (2-amino-5-[2,6-difluoro-4-(1-hydroxy-1-methylethyl)phenyl]thiophene-3-carboxamide), ClC1=NC(=NC=C1)C#N (4-chloropyrimidine-2-carbonitrile). The product is C(#N)C1=NC=CC(=N1)NC=1SC(=CC1C(=O)N)C1=C(C=C(C=C1F)C(C)(C)O)F (2-[(2-Cyanopyrimidin-4-yl)amino]-5-[2,6-difluoro-4-(1-hydroxy-1-methylethyl)phenyl]thiophene-3-carboxamide). As a reaction SMILES: [NH2:1][C:2]1[S:3][C:4]([C:10]2[C:15]([F:16])=[CH:14][C:13]([C:17]([OH:20])([CH3:19])[CH3:18])=[CH:12][C:11]=2[F:21])=[CH:5][C:6]=1[C:7]([NH2:9])=[O:8].Cl[C:23]1[CH:28]=[CH:27][N:26]=[C:25]([C:29]#[N:30])[N:24]=1>>[C:29]([C:25]1[N:26]=[C:27]([NH:1][C:2]2[S:3][C:4]([C:10]3[C:11]([F:21])=[CH:12][C:13]([C:17]([OH:20])([CH3:18])[CH3:19])=[CH:14][C:15]=3[F:16])=[CH:5][C:6]=2[C:7]([NH2:9])=[O:8])[CH:28]=[CH:23][N:24]=1)#[N:30]. Procedure: The title compound was prepared as described in Example 1 using 2-amino-5-[2,6-difluoro-4-(1-hydroxy-1-methylethyl)phenyl]thiophene-3-carboxamide (113 mg, 0.36 mmol) and 4-chloropyrimidine-2-carbonitrile (51 mg, 0.36 mmol) as starting materials. Reactants: OC1(N(C(C2=CC=CC=C12)=O)C)CC=1C(=CC=CC1)C(=O)NC (α-(1-hydroxy-2-methyl-3-oxoisoindolin-1-yl)-N-methyl-o-toluamide). The solvent is S(O)(O)(=O)=O (sulfuric acid). Yields the product CN1C(C2=CC=CC=C2C12N(C(C1=CC=CC=C1C2)=O)C)=O (2,2'-dimethyl spiro[isoindolin-1,3'(4'H)-isoquinoline]1',3-dione). As a reaction SMILES: O[C:2]1([CH2:13][C:14]2[C:15]([C:20]([NH:22][CH3:23])=[O:21])=[CH:16][CH:17]=[CH:18][CH:19]=2)[C:10]2[C:5](=[CH:6][CH:7]=[CH:8][CH:9]=2)[C:4](=[O:11])[N:3]1[CH3:12]>S(=O)(=O)(O)O>[CH3:12][N:3]1[C:2]2([CH2:13][C:14]3[C:15](=[CH:16][CH:17]=[CH:18][CH:19]=3)[C:20](=[O:21])[N:22]2[CH3:23])[C:10]2[C:5](=[CH:6][CH:7]=[CH:8][CH:9]=2)[C:4]1=[O:11]. Procedure details: A mixture of 9.1 grams (0.0294 mole) of α-(1-hydroxy-2-methyl-3-oxoisoindolin-1-yl)-N-methyl-o-toluamide and 180 milliliters of 2 M sulfuric acid is refluxed for 20 hours. The mixture is cooled and the solid separated by filtration. The solid is then dissolved in methylene chloride and washed twice with water and once with brine. The organic phase is dried over magnesium sulfate, filtered and evaporated in vacuo. The resulting oil is crystallized from ethanol to give 2,2'-dimethyl spiro[isoindol...